Dataset: the Open Reaction Database (ORD), a public repository of structured organic reaction records. Task: describe an organic reaction: reactants, conditions, products, and yield Reactants: NC1=CC=C(CC2=NC=3N(C(N(C(C3N2)=O)CC2=C(C=CC=C2)F)=O)CCCC)C=C1 (8-(4-amino-benzyl)-3-butyl-1-(2-fluoro-benzyl)-3,7-dihydro-purine-2,6-dione), FC1=C(C=CC(=C1)F)S(=O)(=O)Cl (2,4-difluoro-benzenesulfonyl chloride). Product: C(CCC)N1C(N(C(C=2NC(=NC12)CC1=CC=C(C=C1)NS(=O)(=O)C1=C(C=C(C=C1)F)F)=O)CC1=C(C=CC=C1)F)=O (N-{4-[3-Butyl-1-(2-fluoro-benzyl)-2,6-dioxo-2,3,6,7-tetrahydro-1H-purin-8-ylmethyl]-phenyl}-2,4-difluoro-benzenesulfonamide). RXN SMILES: [NH2:1][C:2]1[CH:31]=[CH:30][C:5]([CH2:6][C:7]2[NH:15][C:14]3[C:13](=[O:16])[N:12]([CH2:17][C:18]4[CH:23]=[CH:22][CH:21]=[CH:20][C:19]=4[F:24])[C:11](=[O:25])[N:10]([CH2:26][CH2:27][CH2:28][CH3:29])[C:9]=3[N:8]=2)=[CH:4][CH:3]=1.[F:32][C:33]1[CH:38]=[C:37]([F:39])[CH:36]=[CH:35][C:34]=1[S:40](Cl)(=[O:42])=[O:41]>>[CH2:26]([N:10]1[C:9]2[N:8]=[C:7]([CH2:6][C:5]3[CH:4]=[CH:3][C:2]([NH:1][S:40]([C:34]4[CH:35]=[CH:36][C:37]([F:39])=[CH:38][C:33]=4[F:32])(=[O:42])=[O:41])=[CH:31][CH:30]=3)[NH:15][C:14]=2[C:13](=[O:16])[N:12]([CH2:17][C:18]2[CH:23]=[CH:22][CH:21]=[CH:20][C:19]=2[F:24])[C:11]1=[O:25])[CH2:27][CH2:28][CH3:29]. Procedure details: Prepared from 8-(4-amino-benzyl)-3-butyl-1-(2-fluoro-benzyl)-3,7-dihydro-purine-2,6-dione and 2,4-difluoro-benzenesulfonyl chloride. Purity (ELSD, based on MW=597.6)=95%. The reactants are C(C)(C)(C)OC([C@@H](NC(=O)OCC1=CC=CC=C1)CC1=CC=C(C=C1)O)=O (N-benzyloxycarbonyl-tyrosine-tert-butyl ester), BrCCOCCOC (1-bromo-2-(2-methoxyethoxy)-ethane), alkylated phenol. The product is C(C)(C)(C)OC([C@@H](NC(=O)OCC1=CC=CC=C1)CC1=CC=C(C=C1)OCCOCCOC)=O (N-Benzyloxycarbonyl-3-[4-(1,4,7-trioxaoctyl)-phenyl]-alanine-tert-butyl ester). As a reaction SMILES: [C:1]([O:5][C:6](=[O:27])[C@H:7]([CH2:19][C:20]1[CH:25]=[CH:24][C:23]([OH:26])=[CH:22][CH:21]=1)[NH:8][C:9]([O:11][CH2:12][C:13]1[CH:18]=[CH:17][CH:16]=[CH:15][CH:14]=1)=[O:10])([CH3:4])([CH3:3])[CH3:2].Br[CH2:29][CH2:30][O:31][CH2:32][CH2:33][O:34][CH3:35]>>[C:1]([O:5][C:6](=[O:27])[C@H:7]([CH2:19][C:20]1[CH:21]=[CH:22][C:23]([O:26][CH2:29][CH2:30][O:31][CH2:32][CH2:33][O:34][CH3:35])=[CH:24][CH:25]=1)[NH:8][C:9]([O:11][CH2:12][C:13]1[CH:18]=[CH:17][CH:16]=[CH:15][CH:14]=1)=[O:10])([CH3:4])([CH3:2])[CH3:3]. Procedure: 7.43 g (20 mmol) of N-benzyloxycarbonyl-tyrosine-tert-butyl ester is reacted with 1-bromo-2-(2-methoxyethoxy)-ethane to alkylated phenol analogously to Example a).